describe an organic reaction: reactants, conditions, products, and yield From a dataset of the Open Reaction Database (ORD), a public repository of structured organic reaction records. Reactants: NCCCCCCCC(=O)O (8-aminooctanoic acid), BrC1=CC=C(C=C1)S(=O)(=O)Cl (4-bromobenzenesulphonyl chloride). The solvent is [OH-].[Na+] (sodium hydroxide). Product: BrC1=CC=C(C=C1)S(=O)(=O)NCCCCCCCC(=O)O (8-(4-Bromobenzenesulphonamido)octanoic Acid). RXN SMILES: [NH2:1][CH2:2][CH2:3][CH2:4][CH2:5][CH2:6][CH2:7][CH2:8][C:9]([OH:11])=[O:10].[Br:12][C:13]1[CH:18]=[CH:17][C:16]([S:19](Cl)(=[O:21])=[O:20])=[CH:15][CH:14]=1>[OH-].[Na+]>[Br:12][C:13]1[CH:18]=[CH:17][C:16]([S:19]([NH:1][CH2:2][CH2:3][CH2:4][CH2:5][CH2:6][CH2:7][CH2:8][C:9]([OH:11])=[O:10])(=[O:21])=[O:20])=[CH:15][CH:14]=1 |f:2.3|. Procedure: A solution of 8-aminooctanoic acid in 10% sodium hydroxide solution was treated with 4-bromobenzenesulphonyl chloride in the manner of Example 2 to give the title compound which, on recrystallisation from aqueous ethanol, had a melting point of 115°-116° C. The reactants are CN(C)C=O, CI, O=S1(=O)NCc2cccc(Cl)c21, [K], O. Yields the product CN1Cc2cccc(Cl)c2S1(=O)=O. As a reaction SMILES: [CH3:13][N:14]([CH3:15])[CH:16]=[O:17].[CH3:19][I:20].[Cl:1][c:2]1[cH:3][cH:4][cH:5][c:6]2[c:10]1[S:9](=[O:11])(=[O:12])[NH:8][CH2:7]2.[K:18].[OH2:21]>>[Cl:1][c:2]1[cH:3][cH:4][cH:5][c:6]2[c:10]1[S:9](=[O:11])(=[O:12])[N:8]([CH3:13])[CH2:7]2. The reactants are CC(=O)O[BH-](OC(C)=O)OC(C)=O, CCOC(=O)N1CCC(C)(N2CCC(=O)CC2)CC1, NC1CCCCC1N, ClCCl, [Na+], [Na+], O=C([O-])O. Yields the product CCOC(=O)N1CCC(C)(N2CCC(NC3CCCCC3N)CC2)CC1. As a reaction SMILES: [C:28]([O:29][BH-:30]([O:31][C:32](=[O:33])[CH3:34])[O:35][C:36](=[O:37])[CH3:38])(=[O:39])[CH3:40].[CH3:1][C:2]1([N:13]2[CH2:14][CH2:15][C:16](=[O:19])[CH2:17][CH2:18]2)[CH2:3][CH2:4][N:5]([C:8](=[O:9])[O:10][CH2:11][CH3:12])[CH2:6][CH2:7]1.[CH:20]1([NH2:27])[CH:21]([NH2:26])[CH2:22][CH2:23][CH2:24][CH2:25]1.[Cl:47][CH2:48][Cl:49].[Na+:41].[Na+:46].[O-:42][C:43]([OH:44])=[O:45]>>[CH3:1][C:2]1([N:13]2[CH2:14][CH2:15][CH:16]([NH:27][CH:20]3[CH:21]([NH2:26])[CH2:22][CH2:23][CH2:24][CH2:25]3)[CH2:17][CH2:18]2)[CH2:3][CH2:4][N:5]([C:8](=[O:9])[O:10][CH2:11][CH3:12])[CH2:6][CH2:7]1. The reactants are FC1=CC=C(C=C1)NC(=S)N ((4-fluoro-phenyl)-thiourea), BrCC(C(=O)O)=O (3-bromo-2-oxo-propionic acid). The solvent is CO (methanol). Yields the product FC1=CC=C(C=C1)NC=1SC=C(N1)C(=O)O (2-(4-Fluoro-phenylamino)-thiazole-4-carboxylic acid). Yield: 94.1%. RXN SMILES: [F:1][C:2]1[CH:7]=[CH:6][C:5]([NH:8][C:9]([NH2:11])=[S:10])=[CH:4][CH:3]=1.Br[CH2:13][C:14](=O)[C:15]([OH:17])=[O:16]>CO>[F:1][C:2]1[CH:3]=[CH:4][C:5]([NH:8][C:9]2[S:10][CH:13]=[C:14]([C:15]([OH:17])=[O:16])[N:11]=2)=[CH:6][CH:7]=1. Procedure: 2-(4-Fluoro-phenylamino)-thiazole-4-carboxylic acid (224 mg) was prepared according to General Procedure B using (4-fluoro-phenyl)-thiourea (170 mg) and 3-bromo-2-oxo-propionic acid (200 mg) in methanol (2 mL). The crude product was used in a subsequent step without further purification. The reactants are CNC=1C=NC=CC1C=1C(=NC=CC1)OCC(F)(F)F (methyl-[2-(2,2,2-trifluoro-ethoxy)-[3,4]bipyridinyl-3′-yl]-amine), CS(=O)(=O)C=1C=C(C(=O)O)C=C(C1)C(F)(F)F (3-(methylsulfonyl)-5-(trifluoromethyl)-benzoic acid), [NH4+].[Cl-] (NH4Cl). Run in C(Cl)Cl (CH2Cl2). Yields the product CS(=O)(=O)C=1C=C(C(=O)N(C=2C=NC=CC2C=2C(=NC=CC2)OCC(F)(F)F)C)C=C(C1)C(F)(F)F (3-Methanesulfonyl-N-methyl-N-[2-(2,2,2-trifluoro-ethoxy)-[3,4]bipyridinyl-3′-yl]-5-trifluoromethyl-benzamide). Reaction SMILES: [CH3:1][NH:2][C:3]1[CH:4]=[N:5][CH:6]=[CH:7][C:8]=1[C:9]1[C:10]([O:15][CH2:16][C:17]([F:20])([F:19])[F:18])=[N:11][CH:12]=[CH:13][CH:14]=1.[CH3:21][S:22]([C:25]1[CH:26]=[C:27]([CH:31]=[C:32]([C:34]([F:37])([F:36])[F:35])[CH:33]=1)[C:28]([OH:30])=O)(=[O:24])=[O:23].[NH4+].[Cl-]>C(Cl)Cl>[CH3:21][S:22]([C:25]1[CH:26]=[C:27]([CH:31]=[C:32]([C:34]([F:37])([F:36])[F:35])[CH:33]=1)[C:28]([N:2]([CH3:1])[C:3]1[CH:4]=[N:5][CH:6]=[CH:7][C:8]=1[C:9]1[C:10]([O:15][CH2:16][C:17]([F:20])([F:19])[F:18])=[N:11][CH:12]=[CH:13][CH:14]=1)=[O:30])(=[O:23])=[O:24] |f:2.3|. Procedure: The title compound was prepared in analogy to example 90, from methyl-[2-(2,2,2-trifluoro-ethoxy)-[3,4]bipyridinyl-3′-yl]-amine and 3-(methylsulfonyl)-5-(trifluoromethyl)-benzoic acid (example 114, intermediate a) after a reaction time of 18 hours. The reaction mixture was poured on saturated aqueous NH4Cl solution and CH2Cl2 and the layers were separated. The aqueous layer was extracted three times with CH2Cl2. The organic layers were dried over MgSO4, filtered, treated with silica gel and evap...